From a dataset of the Open Reaction Database (ORD), a public repository of structured organic reaction records. describe an organic reaction: reactants, conditions, products, and yield Starting materials: CC(=O)O[BH-](OC(C)=O)OC(C)=O, CC#N, Cl, Cl, O=c1[nH]cc(C2CCNCC2)c2ccccc12, [Na+]. The product is CN1CCC(c2c[nH]c(=O)c3ccccc23)CC1. As a reaction SMILES: [C:19]([O:20][BH-:21]([O:22][C:23](=[O:24])[CH3:25])[O:26][C:27](=[O:28])[CH3:29])(=[O:30])[CH3:31].[CH3:34][C:35]#[N:36].[ClH:1].[ClH:33].[NH:2]1[CH2:3][CH2:4][CH:5]([c:8]2[cH:9][nH:10][c:11](=[O:18])[c:12]3[cH:13][cH:14][cH:15][cH:16][c:17]23)[CH2:6][CH2:7]1.[Na+:32]>>[N:2]1([CH3:19])[CH2:3][CH2:4][CH:5]([c:8]2[cH:9][nH:10][c:11](=[O:18])[c:12]3[cH:13][cH:14][cH:15][cH:16][c:17]23)[CH2:6][CH2:7]1. The product is CCC(CN(C(=O)N(C)CCCOc1ccc2nc(Cl)ccc2c1)C1CCCCC1)OC(C)=O. As a reaction SMILES: [CH3:36][I:37].[CH3:39][N:40]([CH3:41])[CH:42]=[O:43].[Cl:1][c:2]1[n:3][c:4]2[cH:5][cH:6][c:7]([O:12][CH2:13][CH2:14][CH2:15][NH:16][C:17](=[O:18])[N:19]([CH2:20][CH:21]([CH2:22][CH3:23])[O:24][C:25]([CH3:26])=[O:27])[CH:28]3[CH2:29][CH2:30][CH2:31][CH2:32][CH2:33]3)[cH:8][c:9]2[cH:10][cH:11]1.[H-:34].[Na+:35].[OH2:38]>>[Cl:1][c:2]1[n:3][c:4]2[cH:5][cH:6][c:7]([O:12][CH2:13][CH2:14][CH2:15][N:16]([C:17](=[O:18])[N:19]([CH2:20][CH:21]([CH2:22][CH3:23])[O:24][C:25]([CH3:26])=[O:27])[CH:28]3[CH2:29][CH2:30][CH2:31][CH2:32][CH2:33]3)[CH3:36])[cH:8][c:9]2[cH:10][cH:11]1. The reactants are CI, CN(C)C=O, CCC(CN(C(=O)NCCCOc1ccc2nc(Cl)ccc2c1)C1CCCCC1)OC(C)=O, [H-], [Na+], O.